describe an organic reaction: reactants, conditions, products, and yield From a dataset of the Open Reaction Database (ORD), a public repository of structured organic reaction records. Starting materials: B, N#CCOc1cccc2c1c1cccc(F)c1n2Cc1ccccc1, C1CCOC1, CSC. The product is NCCOc1cccc2c1c1cccc(F)c1n2Cc1ccccc1. Reaction SMILES: [BH3:29].[CH2:1]([c:2]1[cH:3][cH:4][cH:5][cH:6][cH:7]1)[n:8]1[c:9]2[c:10]([F:25])[cH:11][cH:12][cH:13][c:14]2[c:15]2[c:16]([O:21][CH2:22][C:23]#[N:24])[cH:17][cH:18][cH:19][c:20]12.[CH2:30]1[O:31][CH2:32][CH2:33][CH2:34]1.[CH3:26][S:27][CH3:28]>>[CH2:1]([c:2]1[cH:3][cH:4][cH:5][cH:6][cH:7]1)[n:8]1[c:9]2[c:10]([F:25])[cH:11][cH:12][cH:13][c:14]2[c:15]2[c:16]([O:21][CH2:22][CH2:23][NH2:24])[cH:17][cH:18][cH:19][c:20]12. Reactants: C(C)(C)(C)OC(=O)N1CC(N(CC1)C)C1=CC=CC=C1 (4-methyl-3-phenyl-piperazine-1-carboxylic acid tert-butyl ester), Cl (HCl). Run in C1CCOC1 (THF), O1CCOCC1 (dioxane). Run at time 8 hour. The product is Cl.Cl.CN1C(CNCC1)C1=CC=CC=C1 (1-methyl-2-phenyl-piperazine dihydrochloride). RXN SMILES: C(OC([N:8]1[CH2:13][CH2:12][N:11]([CH3:14])[CH:10]([C:15]2[CH:20]=[CH:19][CH:18]=[CH:17][CH:16]=2)[CH2:9]1)=O)(C)(C)C.[ClH:21]>C1COCC1.O1CCOCC1>[ClH:21].[ClH:21].[CH3:14][N:11]1[CH2:12][CH2:13][NH:8][CH2:9][CH:10]1[C:15]1[CH:16]=[CH:17][CH:18]=[CH:19][CH:20]=1 |f:4.5.6|. Reported procedure: To a mixture of tert-butyl 3-phenylpiperazine-1-carboxylate (288 mg, 1.1 mmol), and formaldehyde (185 mg, 6.16 mmol) in methanol (7 mL) was added sodium triacetoxyborohydride (949 mg, 4.48 mmol) at 0° C. After stirring for 3 h at room temperature, the reaction mixture was diluted with 10% sodium bicarbonate solution and ethyl acetate. The aqueous part was extracted with ethyl acetate and the combined organic part was dried over sodium sulfate, filtered, concentrated in vacuo. The residue was pur... Starting materials: FC=1C=C(C(=O)O)C=CC1I (3-fluoro-4-iodobenzoic acid), C(C(=O)Cl)(=O)Cl (oxalyl chloride). Reagents/catalysts: CN(C)C=O (DMF). The solvent is C(Cl)Cl (CH2Cl2). Run at time 2 hour. Product: FC=1C=C(C(=O)Cl)C=CC1I (3-fluoro-4-iodobenzoyl chloride). The yield is 86.1%. Reaction SMILES: [F:1][C:2]1[CH:3]=[C:4]([CH:8]=[CH:9][C:10]=1[I:11])[C:5](O)=[O:6].C(Cl)(=O)C([Cl:15])=O>C(Cl)Cl.CN(C=O)C>[F:1][C:2]1[CH:3]=[C:4]([CH:8]=[CH:9][C:10]=1[I:11])[C:5]([Cl:15])=[O:6]. Procedure: To a solution of 3-fluoro-4-iodobenzoic acid (1.3 g, 4.9 mmol) in anhydrous CH2Cl2 (20 mL) at 0° C. was added oxalyl chloride (1.2 mL, 15.0 mmol) followed by catalytic DMF (7 drops). The reaction mixture was allowed to warm to room temperature, stirred for 2 h, and then concentrated in vacuo to provide 1.2 g of 3-fluoro-4-iodobenzoyl chloride as a yellow solid. The acid chloride (600 mg, 2.1 mmol) was dissolved in anhydrous CH2Cl2, and dimethylamine (2.1 mL, 4.2 mmol, 2M in THF) was added follow... The reactants are COCCCC1=C(N=C(S1)C1=CC=CC=C1)C(=O)Cl (5-(3-methoxypropyl)-2-phenylthiazole-4-carbonyl chloride), N1=C(SC2=NC=CC=C21)C2=C(N)C=CC=C2 (2-(thiazolo[5,4-b]pyridin-2-yl)aniline), CCN(C(C)C)C(C)C (DIPEA). The solvent is C(C)#N (acetonitrile). Conditions: time 16 hour. The product is COCCCC1=C(N=C(S1)C1=CC=CC=C1)C(=O)NC1=C(C=CC=C1)C=1SC2=NC=CC=C2N1 (5-(3-methoxypropyl)-2-phenyl-N-(2-(thiazolo[5,4-b]pyridin-2-yl)phenyl)thiazole-4-carboxamide). Yield: 86.3%. As a reaction SMILES: [CH3:1][O:2][CH2:3][CH2:4][CH2:5][C:6]1[S:10][C:9]([C:11]2[CH:16]=[CH:15][CH:14]=[CH:13][CH:12]=2)=[N:8][C:7]=1[C:17](Cl)=[O:18].[N:20]1[C:28]2[C:23](=[N:24][CH:25]=[CH:26][CH:27]=2)[S:22][C:21]=1[C:29]1[CH:35]=[CH:34][CH:33]=[CH:32][C:30]=1[NH2:31].CCN(C(C)C)C(C)C>C(#N)C>[CH3:1][O:2][CH2:3][CH2:4][CH2:5][C:6]1[S:10][C:9]([C:11]2[CH:16]=[CH:15][CH:14]=[CH:13][CH:12]=2)=[N:8][C:7]=1[C:17]([NH:31][C:30]1[CH:32]=[CH:33][CH:34]=[CH:35][C:29]=1[C:21]1[S:22][C:23]2[C:28]([N:20]=1)=[CH:27][CH:26]=[CH:25][N:24]=2)=[O:18]. Procedure: 5-(3-methoxypropyl)-2-phenylthiazole-4-carbonyl chloride (229 mg, 0.774 mmol) was added to a suspension of 2-(thiazolo[5,4-b]pyridin-2-yl)aniline (141 mg, 0.619 mmol) in acetonitrile (15 mL). DIPEA (162 μL, 0.929 mmol) was added and the reaction mixture was stirred at room temperature for 16 h. The resulting ppt was collected by filtration, and rinsed with acetonitrile to give the title compound as a white solid (260 mg, 86% yield). MS Calcd for C26H22N4O2S2: 486.12. Found (M+H)+ m/z=487. The reactants are OCCOCCN1CCNCC1 (1-[2-(2-hydroxyethoxy)ethyl]piperazine), C[Si](C)(C)[N-][Si](C)(C)C.[Li+] (lithium bis(trimethylsilyl) amide), C1(CC1)NC(=O)C1=C(C=2C(=NC(=C(C2C)Cl)S(=O)C)S1)N (3-amino-5-chloro-6-methanesulfinyl-4-methyl-thieno[2,3-b]pyridine-2-carboxylic acid cyclopropylamide). The solvent is C1CCOC1 (THF). Conditions: temperature 80 celsius, time 15 minute. Product: C1(CC1)NC(=O)C1=C(C=2C(=NC(=C(C2C)Cl)OCCOCCN2CCNCC2)S1)N (3-Amino-5-chloro-4-methyl-6-[2-(2-piperazin-1-yl-ethoxy)-ethoxy]-thieno[2,3-b]pyridine-2-carboxylic acid cyclopropylamide). The yield is 17.2%. Reaction SMILES: [OH:1][CH2:2][CH2:3][O:4][CH2:5][CH2:6][N:7]1[CH2:12][CH2:11][NH:10][CH2:9][CH2:8]1.C[Si]([N-][Si](C)(C)C)(C)C.[Li+].[CH:23]1([NH:26][C:27]([C:29]2[S:42][C:32]3=[N:33][C:34](S(C)=O)=[C:35]([Cl:38])[C:36]([CH3:37])=[C:31]3[C:30]=2[NH2:43])=[O:28])[CH2:25][CH2:24]1>C1COCC1>[CH:23]1([NH:26][C:27]([C:29]2[S:42][C:32]3=[N:33][C:34]([O:1][CH2:2][CH2:3][O:4][CH2:5][CH2:6][N:7]4[CH2:12][CH2:11][NH:10][CH2:9][CH2:8]4)=[C:35]([Cl:38])[C:36]([CH3:37])=[C:31]3[C:30]=2[NH2:43])=[O:28])[CH2:25][CH2:24]1 |f:1.2|. Procedure: To a solution of 1-[2-(2-hydroxyethoxy)ethyl]piperazine (1.061 g, 6.09 mmol) in THF (3 ml) at room temperature is added dropwise a solution of lithium bis(trimethylsilyl) amide (1.0 M in hexanes)(3.50 ml, 3.50 mmol). The reaction mixture is stirred for 15 minutes and then is treated with 3-amino-5-chloro-6-methanesulfinyl-4-methyl-thieno[2,3-b]pyridine-2-carboxylic acid cyclopropylamide (0.345 g, 1.00 mmol). The reaction mixture is heated at 80° C. in a sealed tube for 1.5 hours, cooled to room ... Reactants: C(C1=CC=CC=C1)OCC1CC(C1)=O (3-(benzyloxymethyl)cyclobutanone), CC(C)(C)[O-].[K+] (t-BuOK). Reagents/catalysts: [Br-].C[P+](C1=CC=CC=C1)(C1=CC=CC=C1)C1=CC=CC=C1 (methyltriphenylphosphonium bromide). Run in O1CCOCC1 (1,4-dioxane), O1CCOCC1 (1,4-dioxane). Run at temperature 40 celsius, time 3 hour. Product: C=C1CC(C1)COCC1=CC=CC=C1 (1-Methylene-3-benzyloxymethyl-cyclobutane). Reaction SMILES: [CH3:1][C:2]([O-])([CH3:4])[CH3:3].[K+].[CH2:7]([O:14][CH2:15][CH:16]1CC(=O)C1)[C:8]1[CH:13]=[CH:12][CH:11]=[CH:10][CH:9]=1>[Br-].C[P+](C1C=CC=CC=1)(C1C=CC=CC=1)C1C=CC=CC=1.O1CCOCC1>[CH2:1]=[C:2]1[CH2:4][CH:16]([CH2:15][O:14][CH2:7][C:8]2[CH:13]=[CH:12][CH:11]=[CH:10][CH:9]=2)[CH2:3]1 |f:0.1,3.4|. Procedure details: In a 50 mL three-neck flask with t-BuOK (0.54 g, 4.8 mmol) and methyltriphenylphosphonium bromide (1.72 g, 4.8 mmol) inside, dry 1,4-dioxane was added under argon to give a yellow emulsion. This was heated to 40° C. for 30 min, after which time the mixture was cooled to 10° C. and a 1,4-dioxane solution of 3-(benzyloxymethyl)cyclobutanone (0.76 g, 4 mmol) was added drop by drop. The mixture was left stirring at 10° C. for 3 hr. Then the solvent was removed by rotary evaporator and the residue wa...